From a dataset of the Open Reaction Database (ORD), a public repository of structured organic reaction records. describe an organic reaction: reactants, conditions, products, and yield The reactants are [BH4-], O=C([O-])O, CCO, CC(C)(C)OC(=O)n1c(-c2ccc(C=O)cn2)ccc1C(CC1CCOCC1)c1ccc(S(=O)(=O)C2CC2)cc1, [Na+], [Na+]. Product: CC(C)(C)OC(=O)n1c(-c2ccc(CO)cn2)ccc1C(CC1CCOCC1)c1ccc(S(=O)(=O)C2CC2)cc1. As a reaction SMILES: [BH4-:41].[C:43](=[O:44])([O-:45])[OH:46].[CH3:48][CH2:49][OH:50].[CH:1]1([S:4](=[O:5])(=[O:6])[c:7]2[cH:8][cH:9][c:10]([CH:13]([CH2:14][CH:15]3[CH2:16][CH2:17][O:18][CH2:19][CH2:20]3)[c:21]3[n:22]([C:34](=[O:35])[O:36][C:37]([CH3:38])([CH3:39])[CH3:40])[c:23](-[c:26]4[n:27][cH:28][c:29]([CH:32]=[O:33])[cH:30][cH:31]4)[cH:24][cH:25]3)[cH:11][cH:12]2)[CH2:2][CH2:3]1.[Na+:42].[Na+:47]>>[CH:1]1([S:4](=[O:5])(=[O:6])[c:7]2[cH:8][cH:9][c:10]([CH:13]([CH2:14][CH:15]3[CH2:16][CH2:17][O:18][CH2:19][CH2:20]3)[c:21]3[n:22]([C:34](=[O:35])[O:36][C:37]([CH3:38])([CH3:39])[CH3:40])[c:23](-[c:26]4[n:27][cH:28][c:29]([CH2:32][OH:33])[cH:30][cH:31]4)[cH:24][cH:25]3)[cH:11][cH:12]2)[CH2:2][CH2:3]1. Starting materials: solution, C(CCC)[Li] (n-butyllithium), BrC1=CC=CC=C1 (bromobenzene), C(C)N1C[C@@H]2CCC(C[C@]2(CC1)C1=CC(=CC=C1)OC)=O ((±)-trans-1,2,3,4,4a,5,6,7,8,8a-decahydro-2-ethyl-4a-(3-methoxyphenyl)-6-isoquinolinone). Solvent: CCCCCC (hexane), C1CCOC1 (THF), C1CCOC1 (THF). Reaction conditions: temperature -20 celsius, time 1 hour. Product: [NH4+].[OH-] (NH4OH), C(C)N1C[C@@H]2CCC(C[C@]2(CC1)C1=CC(=CC=C1)OC)(O)C1=CC=CC=C1 ((±)-trans-1,2,3,4,4a,5,6,7,8,8a-Decahydro-2-ethyI-4a-(3-methoxyphenyl)-6-phenyl-6-isoquinolinol). The yield is 52.1%. Reaction SMILES: C([Li])CCC.Br[C:7]1[CH:12]=[CH:11][CH:10]=[CH:9][CH:8]=1.[CH2:13]([N:15]1[CH2:24][CH2:23][C@@:22]2([C:25]3[CH:30]=[CH:29][CH:28]=[C:27]([O:31][CH3:32])[CH:26]=3)[C@@H:17]([CH2:18][CH2:19][C:20](=[O:33])[CH2:21]2)[CH2:16]1)[CH3:14]>CCCCCC.C1COCC1>[NH4+:15].[OH-:31].[CH2:13]([N:15]1[CH2:24][CH2:23][C@@:22]2([C:25]3[CH:30]=[CH:29][CH:28]=[C:27]([O:31][CH3:32])[CH:26]=3)[C@@H:17]([CH2:18][CH2:19][C:20]([C:7]3[CH:12]=[CH:11][CH:10]=[CH:9][CH:8]=3)([OH:33])[CH2:21]2)[CH2:16]1)[CH3:14] |f:5.6|. Procedure details: 30 ml (41.7 mmol) of a 1.4 M solution of n-butyllithium in hexane were added dropwise, under a nitrogen atmosphere and at -55° C., to a solution of 6.5 g (41.7 mmol) of bromobenzene in 30 ml of dry THF. After 1 h the solution was allowed to warm up to -20° C. and a solution of 2.4 g (8.3 mmol) of (±)-trans-1,2,3,4,4a,5,6,7,8,8a-decahydro-2-ethyl-4a-(3-methoxyphenyl)-6-isoquinolinone in 20 ml of dry THF was added. The reaction mixture was allowed to warm up to room temperature overnight, then it ... Starting materials: [N+](=O)([O-])C=C1SCCN1 (2-nitromethylene-thiazolidine), ClC1=C(C(=CC(=C1)Cl)Cl)OC(CC(=O)OC1=C(C=C(C=C1Cl)Cl)Cl)=O (malonic acid bis-(2,4,6-trichloro-phenyl) ester). Run in C=1(C(=CC=CC1)C)C (Xylene). Product: OC=1C(=C2N(C(C1)=O)CCS2)[N+](=O)[O-] (7-Hydroxy-8-nitro-2,3-dihydro-thiazolo[3,2-a]pyridin-5-one). The yield is 31.5%. As a reaction SMILES: [N+:1]([CH:4]=[C:5]1[NH:9][CH2:8][CH2:7][S:6]1)([O-:3])=[O:2].ClC1C=C(Cl)C=C(Cl)C=1[O:19][C:20](=O)[CH2:21][C:22](OC1C(Cl)=CC(Cl)=CC=1Cl)=[O:23]>C1(C)C(C)=CC=CC=1>[OH:23][C:22]1[C:4]([N+:1]([O-:3])=[O:2])=[C:5]2[S:6][CH2:7][CH2:8][N:9]2[C:20](=[O:19])[CH:21]=1. Procedure details: Using the same reaction conditions and workup as described for the preparation of Intermediate (I-19b), 2-nitromethylene-thiazolidine (0.65 g, 4.45 mmol) was reacted with malonic acid bis-(2,4,6-trichloro-phenyl) ester (1.5 g, 4.45 mmol) in Xylene (10 mL) to afford the crude product. Purification by column chromatography on silica gel (100% ethylacetate) afforded 0.3 g of the product (33% yield). The reactants are C(C1=CC=CC=C1)OC(=O)N1CCC(CC1)CCCCC[C@H](C(=O)OCC)N[C@H]1CSC2=C(N(C1=O)CC(=O)OC(C)(C)C)C=CC=C2 (tert-butyl 3(R)-[6-(1-benzyloxycarbonyl-4-piperidyl)-1(R)-ethoxycarbonylhexyl]amino-4-oxo-2,3,4,5-tetrahydro-1,5-benzothiazepine-5-acetate), Br.C(C)(=O)O (hydrogen bromide acetic acid), C(C)OCC (Ethyl ether). Solvent: C(C)(=O)O (acetic acid). Conditions: time 1 hour. Product: C(=O)(O)[C@@H](CCCCCC1CCNCC1)N[C@H]1CSC2=C(N(C1=O)CC(=O)O)C=CC=C2 (3(R)-[1(R)-carboxy-6-(4-piperidyl)hexyl]amino-4-oxo-2,3,4,5-tetrahydro-1,5-benzothiazepine-5-acetic acid). Isolated yield 67.7%. As a reaction SMILES: C(OC([N:11]1[CH2:16][CH2:15][CH:14]([CH2:17][CH2:18][CH2:19][CH2:20][CH2:21][C@@H:22]([NH:28][C@@H:29]2[C:35](=[O:36])[N:34]([CH2:37][C:38]([O:40]C(C)(C)C)=[O:39])[C:33]3[CH:45]=[CH:46][CH:47]=[CH:48][C:32]=3[S:31][CH2:30]2)[C:23]([O:25]CC)=[O:24])[CH2:13][CH2:12]1)=O)C1C=CC=CC=1.Br.C(O)(=O)C.C(OCC)C>C(O)(=O)C>[C:23]([C@H:22]([NH:28][C@@H:29]1[C:35](=[O:36])[N:34]([CH2:37][C:38]([OH:40])=[O:39])[C:33]2[CH:45]=[CH:46][CH:47]=[CH:48][C:32]=2[S:31][CH2:30]1)[CH2:21][CH2:20][CH2:19][CH2:18][CH2:17][CH:14]1[CH2:15][CH2:16][NH:11][CH2:12][CH2:13]1)([OH:25])=[O:24] |f:1.2|. Procedure details: In 1 ml of acetic acid is dissolved 0.5 g of tert-butyl 3(R)-[6-(1-benzyloxycarbonyl-4-piperidyl)-1(R)-ethoxycarbonylhexyl]amino-4-oxo-2,3,4,5-tetrahydro-1,5-benzothiazepine-5-acetate, and 2 ml of 30% hydrogen bromide-acetic acid solution is added to the solution, followed by allowing the mixture to stand at room temperature for 1 hour. Ethyl ether (200 ml) is added to the reaction solution, which is then allowed to stand. The supernatant liquid is decanted, and the precipitate is dissolved in 2...